This data is from the Open Reaction Database (ORD), a public repository of structured organic reaction records. The task is: describe an organic reaction: reactants, conditions, products, and yield Reactants: OCCN1CCN(CC1)CCN1C(C2=CC=CC=C2C1=O)=O (2-{2-[4-(2-Hydroxy-ethyl)-piperazin-1-yl]-ethyl}-isoindole-1,3-dione), O.NN (hydrazine hydrate). Solvent: CCO (EtOH). Yields the product NCCN1CCN(CC1)CCO (2-[4-(2-Amino-ethyl)-piperazin-1-yl]ethanol). Reaction SMILES: [OH:1][CH2:2][CH2:3][N:4]1[CH2:9][CH2:8][N:7]([CH2:10][CH2:11][N:12]2C(=O)C3C(=CC=CC=3)C2=O)[CH2:6][CH2:5]1.O.NN>CCO>[NH2:12][CH2:11][CH2:10][N:7]1[CH2:8][CH2:9][N:4]([CH2:3][CH2:2][OH:1])[CH2:5][CH2:6]1 |f:1.2|. Procedure: 2-{2-[4-(2-Hydroxy-ethyl)-piperazin-1-yl]-ethyl}-isoindole-1,3-dione (370 mg, 1.2 mmol) is dissolved in EtOH (8 mL) and hydrazine hydrate (88 mL, 1.8 mmol) is added at RT. The reaction mixture is then refluxed for 3 h and allowed to cool to RT again. The precipitated product is isolated by filtration, washed subsequently with cold EtOH and dried in HV to give the title compound as a white powder. ES-MS: M+H=174.2. 1HNMR (MeOH-d4) δ 4.24 (bs, 2H), 3.41 (t, 2H), 2.62 (t, 2H), 2.54-2.50 (m, 2H), 2-...